From a dataset of the Open Reaction Database (ORD), a public repository of structured organic reaction records. describe an organic reaction: reactants, conditions, products, and yield The reactants are C(C)(=O)Cl (acetyl chloride), CC1=C(C2=CC=CC=C2C=C1C)C1CC(=C(C(C1)=O)C(CC)=O)O (5-(2,3-dimethylnaphth-1-yl)-3-hydroxy-2-propionylcyclohex-2-en-1-one), [Cl-].[Cl-].[Cl-].[Al+3] (aluminium trichloride), Cl (hydrochloric acid). Run in ClCCCl (1,2-dichloroethane), ClCCCl (1,2-dichloroethane), ClCCCl (1,2-dichloroethane). Reaction conditions: temperature 0 celsius, time 30 minute. The product is C(C)(=O)C1=C(C(=C(C2=CC=CC=C12)C1CC(=C(C(C1)=O)C(CC)=O)O)C)C (5-[4-acetyl-2,3-dimethylnaphth- 1-yl]-3-hydroxy-2-propionylcyclohex-2-en-1-one). Reaction SMILES: [CH3:1][C:2]1[C:11]([CH3:12])=[CH:10][C:9]2[C:4](=[CH:5][CH:6]=[CH:7][CH:8]=2)[C:3]=1[CH:13]1[CH2:18][C:17](=[O:19])[C:16]([C:20](=[O:23])[CH2:21][CH3:22])=[C:15]([OH:24])[CH2:14]1.[Cl-].[Cl-].[Cl-].[Al+3].[C:29](Cl)(=[O:31])[CH3:30].Cl>ClCCCl>[C:29]([C:10]1[C:9]2[C:4](=[CH:5][CH:6]=[CH:7][CH:8]=2)[C:3]([CH:13]2[CH2:18][C:17](=[O:19])[C:16]([C:20](=[O:23])[CH2:21][CH3:22])=[C:15]([OH:24])[CH2:14]2)=[C:2]([CH3:1])[C:11]=1[CH3:12])(=[O:31])[CH3:30] |f:1.2.3.4|. Procedure details: A solution of 5-(2,3-dimethylnaphth-1-yl)-3-hydroxy-2-propionylcyclohex-2-en-1-one (1.7 g; 5.3 mmol) in 1,2-dichloroethane (5 ml) was added to a suspension of aluminium trichloride (2.2 g; 16.75 mmol) in 1,2-dichloroethane (10 ml) at 0° C. The mixture was stirred at 0° C. for 30 min and a solution of acetyl chloride (0.5 g; 6.36 mmol) in 1,2-dichloroethane (5 ml) was added. After stirring at 0° C. for 30 min and at room temperature for 2 hr, the mixture was poured into a cold aqueous 50% hydroch... Reactants: COC=1C=C(C=CC(=O)NC=2C(C(=O)[O-])=CC=CC2)C=CC1OC.[NH2+]1CCCCC1 (piperidinium N-(3,4-dimethoxycinnamoyl)anthranilate), Cl (hydrochloric acid). Solvent: O (water). The product is COC=1C=C(C=CC(=O)NC=2C(C(=O)O)=CC=CC2)C=CC1OC (N-(3,4-dimethoxycinnamoyl)anthranilic acid). Isolated yield 98.0%. RXN SMILES: [CH3:1][O:2][C:3]1[CH:4]=[C:5]([CH:20]=[CH:21][C:22]=1[O:23][CH3:24])[CH:6]=[CH:7][C:8]([NH:10][C:11]1[C:12](=[CH:16][CH:17]=[CH:18][CH:19]=1)[C:13]([O-:15])=[O:14])=[O:9].[NH2+]1CCCCC1.Cl>O>[CH3:1][O:2][C:3]1[CH:4]=[C:5]([CH:20]=[CH:21][C:22]=1[O:23][CH3:24])[CH:6]=[CH:7][C:8]([NH:10][C:11]1[C:12](=[CH:16][CH:17]=[CH:18][CH:19]=1)[C:13]([OH:15])=[O:14])=[O:9] |f:0.1|. Procedure details: A 20 g quantity of piperidinium N-(3,4-dimethoxycinnamoyl)anthranilate is dissolved in 60 ml of water with heating, and the resultant aqueous solution is added dropwise to 45 ml of diluted hydrochloric acid (5 ml of conc. hydrochloric acid and 40 ml of water) with stirring. The precipitated crystals which form are collected by filtration, washed with water and then dried at 90°-100° C. under reduced pressure for 3 hours to yield 15.5 g of N-(3,4-dimethoxycinnamoyl)anthranilic acid (98.0% yield),... Reactants: 1,1′-bis (diphenylphosphino)ferrocenepalladium (II) dichloride dichloromethane, BrC1=CC(=C(S1)C(=O)N)NC (5-bromo-3-(methylamino)thiophene-2-carboxamide), FC(C(=O)C)(F)F (1,1,1-trifluoroacetone), CC=1C=CC(=CC1)S(=O)(=O)O (PTSA), [O-]S(=O)(=O)[O-].[Mg+2] (MgSO4), C(=O)(O)[O-].[Na+] (NaHCO3), C([O-])([O-])=O.[Na+].[Na+] (sodium carbonate), CC1(OB(OC1(C)C)C=1C=NNC1)C (4-(4,4,5,5-tetramethyl-1,3,2-dioxaborolan-2-yl)-1H-pyrazole). Run in CN(C)C=O (DMF), O (water), COCCOC (1,2-dimethoxyethane). Conditions: time 4 hour. The product is CN1C(NC(C2=C1C=C(S2)C=2C=NNC2)=O)(C(F)(F)F)C (1,2-dimethyl-6-(1H-pyrazol-4-yl)-2-(trifluoromethyl)-2,3-dihydrothieno[3,2-d]pyrimidin-4(1H)-one). Isolated yield 9.2%. RXN SMILES: Br[C:2]1[S:6][C:5]([C:7]([NH2:9])=[O:8])=[C:4]([NH:10][CH3:11])[CH:3]=1.[F:12][C:13]([F:18])([F:17])[C:14]([CH3:16])=O.CC1C=CC(S(O)(=O)=O)=CC=1.[O-]S([O-])(=O)=O.[Mg+2].C([O-])(O)=O.[Na+].C(=O)([O-])[O-].[Na+].[Na+].CC1(C)C(C)(C)OB([C:55]2[CH:56]=[N:57][NH:58][CH:59]=2)O1>O.COCCOC.CN(C=O)C>[CH3:11][N:10]1[C:4]2[CH:3]=[C:2]([C:55]3[CH:56]=[N:57][NH:58][CH:59]=3)[S:6][C:5]=2[C:7](=[O:8])[NH:9][C:14]1([CH3:16])[C:13]([F:18])([F:17])[F:12] |f:3.4,5.6,7.8.9|. Procedure: A mixture of 5-bromo-3-(methylamino)thiophene-2-carboxamide (235 mg, 1.00 mmol), 1,1,1-trifluoroacetone (2.00 mL, 22.3 mmol), PTSA (19.0 mg, 0.100 mmol), MgSO4 (120 mg, 1.00 mmol) and DMF (2 mL) was microwave-irradiated at 130° C. for 2 h then at 140° C. for 4 h. Then, the mixture was poured into saturated aqueous NaHCO3 (100 mL). Extraction with EtOAc (100 mL×2), washing with brine, drying over MgSO4, filtration and concentration under reduced pressure gave a dark solid. This residue was mixed ... The reactants are COc1ccc(OB([O-])[O-])cc1, COC(=O)C1=Cc2cc(Br)ccc2SCC1, O=C([O-])[O-], CCO, [K+], [K+], O, Cc1ccccc1. The product is COC(=O)C1=Cc2cc(-c3ccc(OC)cc3)ccc2SCC1. RXN SMILES: [B:17]([O-:18])([O-:27])[O:28][c:19]1[cH:20][cH:21][c:22]([O:25][CH3:26])[cH:23][cH:24]1.[Br:1][c:2]1[cH:3][cH:4][c:5]2[c:6]([cH:16]1)[CH:7]=[C:8]([C:12](=[O:13])[O:14][CH3:15])[CH2:9][CH2:10][S:11]2.[C:29](=[O:30])([O-:31])[O-:32].[CH2:36]([OH:37])[CH3:38].[K+:33].[K+:34].[OH2:35].[c:39]1([CH3:40])[cH:41][cH:42][cH:43][cH:44][cH:45]1>>[c:2]1(-[c:19]2[cH:20][cH:21][c:22]([O:25][CH3:26])[cH:23][cH:24]2)[cH:3][cH:4][c:5]2[c:6]([cH:16]1)[CH:7]=[C:8]([C:12](=[O:13])[O:14][CH3:15])[CH2:9][CH2:10][S:11]2. Starting materials: C(CCC)OC(=O)C=1N=C(C2=CC=CC=C2C1O)Br (1-bromo-4-hydroxy-isoquinoline-3-carboxylic acid butyl ester), NC1=CC=CC=C1 (aniline). The solvent is CCOC(=O)C (EtOAc). The product is C(CCC)OC(=O)C=1N=C(C2=CC=CC=C2C1O)NC1=CC=CC=C1 (4-hydroxy-1-phenylamino-isoquinoline-3-carboxylic acid butyl ester). As a reaction SMILES: [CH2:1]([O:5][C:6]([C:8]1[N:9]=[C:10](Br)[C:11]2[C:16]([C:17]=1[OH:18])=[CH:15][CH:14]=[CH:13][CH:12]=2)=[O:7])[CH2:2][CH2:3][CH3:4].[NH2:20][C:21]1[CH:26]=[CH:25][CH:24]=[CH:23][CH:22]=1>CCOC(C)=O>[CH2:1]([O:5][C:6]([C:8]1[N:9]=[C:10]([NH:20][C:21]2[CH:26]=[CH:25][CH:24]=[CH:23][CH:22]=2)[C:11]2[C:16]([C:17]=1[OH:18])=[CH:15][CH:14]=[CH:13][CH:12]=2)=[O:7])[CH2:2][CH2:3][CH3:4]. Procedure details: A mixture of 1-bromo-4-hydroxy-isoquinoline-3-carboxylic acid butyl ester (810 mg, 2.5 mmol, Example D-28 a) and aniline (3 ml) was stirred in a pressure tube in a microwave oven at 150° C. for 20 min. The reaction was repeated on the same scale. Both reaction mixtures were combined, EtOAc (100 ml) was added and the mixture was washed with H2O (5×30 ml, pH=1-2). The organic phase was dried and concentrated in vacuo. The residue was purified by flash column chromatography on silica gel using hexa... The reactants are CN1N=C(C=C1NC1=NC(=NC=C1C=O)SC)C (4-(2,5-dimethyl-2H-pyrazol-3-ylamino)-2-methylsulfanyl-pyrimidine-5-carbaldehyde), BrCC(=O)C1=C(C=CC=C1)Cl (2-bromo-1-(2-chloro-phenyl)-ethanone), C([O-])([O-])=O.[K+].[K+] (potassium carbonate), N12CCCCCC2=NCCC1 (1,8-diazabicyclo[5.4.0]undec-7-ene). Solvent: CN(C)C=O (DMF), [NH4+].[Cl-] (NH4Cl), CCOC(=O)C (EtOAc). Conditions: time 21 hour. Product: ClC1=C(C=CC=C1)C(=O)C1=CC2=C(N=C(N=C2)SC)N1C=1N(N=C(C1)C)C ((2-chlorophenyl)-[7-(2,5-dimethyl-2H-pyrazol-3-yl)-2-methylsulfanyl-7H-pyrrolo[2,3-d]pyrimidin-6-yl]-methanone). Reaction SMILES: [CH3:1][N:2]1[C:6]([NH:7][C:8]2[C:13]([CH:14]=O)=[CH:12][N:11]=[C:10]([S:16][CH3:17])[N:9]=2)=[CH:5][C:4]([CH3:18])=[N:3]1.Br[CH2:20][C:21]([C:23]1[CH:28]=[CH:27][CH:26]=[CH:25][C:24]=1[Cl:29])=[O:22].C(=O)([O-])[O-].[K+].[K+].N12CCCN=C1CCCCC2>CN(C=O)C.CCOC(C)=O.[NH4+].[Cl-]>[Cl:29][C:24]1[CH:25]=[CH:26][CH:27]=[CH:28][C:23]=1[C:21]([C:20]1[N:7]([C:6]2[N:2]([CH3:1])[N:3]=[C:4]([CH3:18])[CH:5]=2)[C:8]2[N:9]=[C:10]([S:16][CH3:17])[N:11]=[CH:12][C:13]=2[CH:14]=1)=[O:22] |f:2.3.4,8.9|. Reported procedure: To a solution of 4-(2,5-dimethyl-2H-pyrazol-3-ylamino)-2-methylsulfanyl-pyrimidine-5-carbaldehyde, 18, (0.25 g, 0.95 mmol) in DMF (4 mL) is added 2-bromo-1-(2-chloro-phenyl)-ethanone (0.33 g, 1.42 mmol) and potassium carbonate (0.26 g, 1.90 mmol). The reaction mixture is stirred at room temp for 21 hours after which the reaction solution is diluted with EtOAc and washed three times with aqueous saturated NH4Cl. The organic phase is washed with brine, dried (MgSO4), filtered, concentrated in vacu... The reactants are CC(C)OC(N[C@@H]1C[C@@H](N(C2=CC=C(C=C12)B1OC(C(O1)(C)C)(C)C)C(C)=O)C)=O (1-Methylethyl[(2S,4R)-1-acetyl-2-methyl-6-(4,4,5,5-tetramethyl-1,3,2-dioxaborolan-2-yl)-1,2,3,4-tetrahydro-4-quinolinyl]carbamate), Intermediate 53, BrC=1C=NN(C1)CCN(CC1=CC=CC=C1)C (2-(4-bromo-1H-pyrazol-1-yl)-N-methyl-N-(phenylmethyl)ethanamine), Intermediate 52, C([O-])([O-])=O.[K+].[K+] (potassium carbonate). The reagents and catalysts are C=1C=CC(=CC1)[P](C=2C=CC=CC2)(C=3C=CC=CC3)[Pd]([P](C=4C=CC=CC4)(C=5C=CC=CC5)C=6C=CC=CC6)([P](C=7C=CC=CC7)(C=8C=CC=CC8)C=9C=CC=CC9)[P](C=1C=CC=CC1)(C=1C=CC=CC1)C=1C=CC=CC1 (tetrakis(triphenylphosphine)palladium(0)). Run in C1(=CC=CC=C1)C (toluene), C(C)O (ethanol). Reaction conditions: temperature 90 celsius. Yields the product CC(C)OC(N[C@@H]1C[C@@H](N(C2=CC=C(C=C12)C=1C=NN(C1)CCN(CC1=CC=CC=C1)C)C(C)=O)C)=O (1-methylethyl[(2S,4R)-1-acetyl-2-methyl-6-(1-{2-[methyl(phenylmethyl)amino]ethyl}-1H-pyrazol-4-yl)-1,2,3,4-tetrahydro-4-quinolinyl]carbamate). As a reaction SMILES: [CH3:1][CH:2]([O:4][C:5](=[O:30])[NH:6][C@H:7]1[C:16]2[C:11](=[CH:12][CH:13]=[C:14](B3OC(C)(C)C(C)(C)O3)[CH:15]=2)[N:10]([C:26](=[O:28])[CH3:27])[C@@H:9]([CH3:29])[CH2:8]1)[CH3:3].C(=O)([O-])[O-].[K+].[K+].Br[C:38]1[CH:39]=[N:40][N:41]([CH2:43][CH2:44][N:45]([CH3:53])[CH2:46][C:47]2[CH:52]=[CH:51][CH:50]=[CH:49][CH:48]=2)[CH:42]=1>C(O)C.C1(C)C=CC=CC=1.C1C=CC([P]([Pd]([P](C2C=CC=CC=2)(C2C=CC=CC=2)C2C=CC=CC=2)([P](C2C=CC=CC=2)(C2C=CC=CC=2)C2C=CC=CC=2)[P](C2C=CC=CC=2)(C2C=CC=CC=2)C2C=CC=CC=2)(C2C=CC=CC=2)C2C=CC=CC=2)=CC=1>[CH3:3][CH:2]([O:4][C:5](=[O:30])[NH:6][C@H:7]1[C:16]2[C:11](=[CH:12][CH:13]=[C:14]([C:38]3[CH:39]=[N:40][N:41]([CH2:43][CH2:44][N:45]([CH3:53])[CH2:46][C:47]4[CH:52]=[CH:51][CH:50]=[CH:49][CH:48]=4)[CH:42]=3)[CH:15]=2)[N:10]([C:26](=[O:28])[CH3:27])[C@@H:9]([CH3:29])[CH2:8]1)[CH3:1] |f:1.2.3,^1:67,69,88,107|. Procedure: 1-Methylethyl[(2S,4R)-1-acetyl-2-methyl-6-(4,4,5,5-tetramethyl-1,3,2-dioxaborolan-2-yl)-1,2,3,4-tetrahydro-4-quinolinyl]carbamate (300 mg, 0.721 mmol, for a preparation see Intermediate 52), potassium carbonate (149 mg, 1.081 mmol) and 2-(4-bromo-1H-pyrazol-1-yl)-N-methyl-N-(phenylmethyl)ethanamine (317 mg, 1.078 mmol, for a preparation see Intermediate 53) were stirred in ethanol (3 mL) and toluene (3.00 mL). The mixture was degassed, tetrakis(triphenylphosphine)palladium(0) (41.6 mg, 0.036 mmo... Reactants: [OH-].[K+] (KOH), FC1=CC=C(CCl)C=C1 (4-fluorobenzyl chloride), C(=O)O (formic acid), O=C1C2=C(N(C(N1)=S)CC(=O)O)CCC2 ((4-oxo-2-thioxo-2,3,4,5,6,7-hexahydro-1H-cyclopenta[d]pyrimidin-1-yl)acetic acid), C(=O)([O-])[O-].[K+].[K+] (K2CO3), C(=O)O (formic acid). Run in O (water), O (water), C(C)(C)O (isopropyl alcohol). Reaction conditions: temperature 40 celsius. The product is FC1=CC=C(C=C1)CSC1=NC(C2=C(N1CC(=O)O)CCC2)=O ((2-{[(4-Fluorophenyl)methyl]thio}-4-oxo-4,5,6,7-tetrahydro-1H-cyclopenta[d]pyrimidin-1-yl)acetic acid). The yield is 96.5%. Reaction SMILES: [O:1]=[C:2]1[NH:7][C:6](=[S:8])[N:5]([CH2:9][C:10]([OH:12])=[O:11])[C:4]2[CH2:13][CH2:14][CH2:15][C:3]1=2.[OH-].[K+].C([O-])([O-])=O.[K+].[K+].[F:24][C:25]1[CH:32]=[CH:31][C:28]([CH2:29]Cl)=[CH:27][CH:26]=1.C(O)=O>O.C(O)(C)C>[F:24][C:25]1[CH:32]=[CH:31][C:28]([CH2:29][S:8][C:6]2[N:5]([CH2:9][C:10]([OH:12])=[O:11])[C:4]3[CH2:13][CH2:14][CH2:15][C:3]=3[C:2](=[O:1])[N:7]=2)=[CH:27][CH:26]=1 |f:1.2,3.4.5|. Reported procedure: (4-oxo-2-thioxo-2,3,4,5,6,7-hexahydro-1H-cyclopenta[d]pyrimidin-1-yl)acetic acid (30.0 g, 1.0 eq) was slurried in a mixture of water (162 mL) and isopropyl alcohol (30 mL). KOH solution (50% aqueous, 28.3 g, 1.90 eq) was added followed by a water line wash (15 mL) resulting in a solution. Then K2CO3 (2.75 g, 0.15 eq) was charged and the solution was heated to 40±3° C. Thereafter 4-fluorobenzyl chloride (18.2 g, 0.95 eq) was added, followed by a line wash of isopropyl alcohol (18 mL) and the reac... The reactants are CC(C)CC(NC(=O)C1CCC(=O)O1)C(=O)OC(C)(C)C, ClCCl, O=C(O)C(F)(F)F. Product: CC(C)CC(NC(=O)C1CCC(=O)O1)C(=O)O. RXN SMILES: [C:1]([CH3:2])([CH3:3])([CH3:4])[O:5][C:6]([CH:7]([NH:8][C:9](=[O:10])[CH:11]1[O:12][C:13](=[O:16])[CH2:14][CH2:15]1)[CH2:17][CH:18]([CH3:19])[CH3:20])=[O:21].[Cl:29][CH2:30][Cl:31].[OH:22][C:23]([C:24]([F:25])([F:26])[F:27])=[O:28]>>[O:5]=[C:6]([CH:7]([NH:8][C:9](=[O:10])[CH:11]1[O:12][C:13](=[O:16])[CH2:14][CH2:15]1)[CH2:17][CH:18]([CH3:19])[CH3:20])[OH:21].